From a dataset of the Open Reaction Database (ORD), a public repository of structured organic reaction records. describe an organic reaction: reactants, conditions, products, and yield Product: COc1cc2ncnc(Nc3ccc4nc(NC(=O)c5ccccc5)oc4c3)c2cc1OC. As a reaction SMILES: [CH3:35][CH2:36][OH:37].[Cl:20][c:21]1[n:22][cH:23][n:24][c:25]2[cH:26][c:27]([O:33][CH3:34])[c:28]([O:31][CH3:32])[cH:29][c:30]12.[NH2:1][c:2]1[cH:3][c:4]2[c:5]([n:6][c:7]([NH:9][C:10]([c:11]3[cH:12][cH:13][cH:14][cH:15][cH:16]3)=[O:17])[o:8]2)[cH:18][cH:19]1>>[NH:1]([c:2]1[cH:3][c:4]2[c:5]([n:6][c:7]([NH:9][C:10]([c:11]3[cH:12][cH:13][cH:14][cH:15][cH:16]3)=[O:17])[o:8]2)[cH:18][cH:19]1)[c:21]1[n:22][cH:23][n:24][c:25]2[cH:26][c:27]([O:33][CH3:34])[c:28]([O:31][CH3:32])[cH:29][c:30]12. Reactants: CCO, COc1cc2ncnc(Cl)c2cc1OC, Nc1ccc2nc(NC(=O)c3ccccc3)oc2c1. The reactants are BrC1=C(C(NC(=N1)C)=O)[N+](=O)[O-] (6-bromo-2-methyl-5-nitro-3H-pyrimidin-4-one), NC=1SC2=C(CCNCC2)N1 (2-amino-5,6,7,8-tetrahydro-4H-thiazolo[4,5-d]azepine), C([O-])([O-])=O.[K+].[K+] (potassium carbonate). Solvent: CN(C=O)C (N,N-dimethylformamide). Product: NC=1SC2=C(CCN(CC2)C2=C(C(NC(=N2)C)=O)[N+](=O)[O-])N1 (6-(2-Amino-4,5,7,8-tetrahydro-thiazolo[4,5-d]azepin-6-yl)-2-methyl-5-nitro-3H-pyrimidin-4-one). RXN SMILES: Br[C:2]1[N:7]=[C:6]([CH3:8])[NH:5][C:4](=[O:9])[C:3]=1[N+:10]([O-:12])=[O:11].[NH2:13][C:14]1[S:15][C:16]2[CH2:22][CH2:21][NH:20][CH2:19][CH2:18][C:17]=2[N:23]=1.C(=O)([O-])[O-].[K+].[K+]>CN(C)C=O>[NH2:13][C:14]1[S:15][C:16]2[CH2:22][CH2:21][N:20]([C:2]3[N:7]=[C:6]([CH3:8])[NH:5][C:4](=[O:9])[C:3]=3[N+:10]([O-:12])=[O:11])[CH2:19][CH2:18][C:17]=2[N:23]=1 |f:2.3.4|. Procedure: In analogy to the procedure described in example 1c 6-bromo-2-methyl-5-nitro-3H-pyrimidin-4-one as prepared in example 1a was treated with 2-amino-5,6,7,8-tetrahydro-4H-thiazolo[4,5-d]azepine [Ger. Offen. (1989), DE 3820775] in N,N-dimethylformamide in the presence of potassium carbonate at 110° C. to yield the title compound as yellow solid; m.p. >200° C.; MS: [M+H]+=323.